Dataset: the Open Reaction Database (ORD), a public repository of structured organic reaction records. Task: describe an organic reaction: reactants, conditions, products, and yield Starting materials: C(C)(C)(C)OC(=O)NC(SC)=N (N-(tert-butyloxycarbonyl)-S-methylisothiourea), [OH-].[Na+] (sodium hydroxide), C(C1=CC=CC=C1)OC(=O)ON1C(CCC1=O)=O (N-(benzyloxy-carbonyloxy)-succinimid), [OH-].[Na+] (sodium hydroxide). Run in ClCCl (dichloromethane), ClCCl (dichloromethane). The product is C(C1=CC=CC=C1)OC(=O)NC(SC)=NC(=O)OC(C)(C)C (N-(benzyloxy-carbonyl)-N'-(tert-butyloxycarbonyl)-S-methylisothiourea). Isolated yield 92.4%. Reaction SMILES: [C:1]([O:5][C:6]([NH:8][C:9](=[NH:12])[S:10][CH3:11])=[O:7])([CH3:4])([CH3:3])[CH3:2].[OH-].[Na+].[CH2:15]([O:22][C:23](ON1C(=O)CCC1=O)=[O:24])[C:16]1[CH:21]=[CH:20][CH:19]=[CH:18][CH:17]=1>ClCCl>[CH2:15]([O:22][C:23]([NH:12][C:9](=[N:8][C:6]([O:5][C:1]([CH3:4])([CH3:3])[CH3:2])=[O:7])[S:10][CH3:11])=[O:24])[C:16]1[CH:21]=[CH:20][CH:19]=[CH:18][CH:17]=1 |f:1.2|. Procedure details: N-(tert-butyloxycarbonyl)-S-methylisothiourea (2 g) was dissolved in dichloromethane (20 ml). To the solution, a 4N sodium hydroxide solution (2 ml) was added with stirring. The reaction mixture was placed in an ice bath; N-(benzyloxy-carbonyloxy)-succinimid (2.62 g) in dichloromethane (20 ml) was added dropwise together with a 2N sodium hydroxide solution to keep the pH around 11. After addition was complete, the reaction mixture was stirred overnight at room temperature. The dichloromethane la... The reactants are C(C(C)C)N(C(=O)C=1C=C(C=C(C1)C1=CC=C(C=C1)C)C(=O)O)C (5-(isobutyl(methyl)carbamoyl)-4′-methylbiphenyl-3-carboxylic acid), Cl.CN(CCCN=C=NCC)C (N-(3-dimethylaminopropyl)-N′-ethylcarbodiimide hydrochloride), O.ON1N=NC2=C1C=CC=C2 (1-hydroxybenzotriazole hydrate), FC(C1=CC=C(C=N1)[C@@H](C)N)(F)F ((R)-1-(6-(trifluoromethyl)pyridin-3-yl)ethanamine), C(C)(C)N(C(C)C)CC (N,N-diisopropylethylamine). Run in C(Cl)Cl (CH2Cl2). Reaction conditions: time 8 hour. Yields the product C(C(C)C)N(C(=O)C=1C=C(C=C(C1)C(=O)N[C@H](C)C=1C=NC(=CC1)C(F)(F)F)C1=CC=C(C=C1)C)C ((R)—N3-Isobutyl-N3,4′-dimethyl-N5-(1-(6-(trifluoromethyl)pyridin-3-yl)ethyl)biphenyl-3,5-dicarboxamide). Reaction SMILES: [CH2:1]([N:5]([CH3:24])[C:6]([C:8]1[CH:9]=[C:10]([C:21](O)=[O:22])[CH:11]=[C:12]([C:14]2[CH:19]=[CH:18][C:17]([CH3:20])=[CH:16][CH:15]=2)[CH:13]=1)=[O:7])[CH:2]([CH3:4])[CH3:3].Cl.CN(C)CCCN=C=NCC.O.ON1C2C=CC=CC=2N=N1.[F:48][C:49]([F:60])([F:59])[C:50]1[N:55]=[CH:54][C:53]([C@H:56]([NH2:58])[CH3:57])=[CH:52][CH:51]=1.C(N(CC)C(C)C)(C)C>C(Cl)Cl>[CH2:1]([N:5]([CH3:24])[C:6]([C:8]1[CH:13]=[C:12]([C:14]2[CH:19]=[CH:18][C:17]([CH3:20])=[CH:16][CH:15]=2)[CH:11]=[C:10]([C:21]([NH:58][C@@H:56]([C:53]2[CH:54]=[N:55][C:50]([C:49]([F:59])([F:48])[F:60])=[CH:51][CH:52]=2)[CH3:57])=[O:22])[CH:9]=1)=[O:7])[CH:2]([CH3:4])[CH3:3] |f:1.2,3.4|. Procedure: To a mixture of 5-(isobutyl(methyl)carbamoyl)-4′-methylbiphenyl-3-carboxylic acid (21 mg, 0.064 mmol), N-(3-dimethylaminopropyl)-N′-ethylcarbodiimide hydrochloride (25 mg, 0.13 mmol), 1-hydroxybenzotriazole hydrate (9.9 mg, 0.064 mmol), and CH2Cl2 (3 mL) were added (R)-1-(6-(trifluoromethyl)pyridin-3-yl)ethanamine (18 mg, 0.097 mmol) (WO 2008/130481) and N,N-diisopropylethylamine (17 μL, 0.097 mmol). The mixture was stirred at room temperature overnight, and then concentrated in vacuo. The resid... The reactants are Cl (hydrochloride), OC=1C=C2C[C@H](CC2=CC1)NS(=O)(=O)C(C)C (N-[(2S)-5-hydroxy-2,3-dihydro-1H-inden-2-yl]-2-propanesulfonamide), CC1=CC=C(C=N1)CO ((6-methyl-3-pyridinyl)methanol), C1(=CC=CC=C1)P(C1=CC=CC=C1)C1=CC=CC=C1 (Triphenylphosphine), N(=NC(=O)OC(C)C)C(=O)OC(C)C (diisopropyl azodicarboxylate). The solvent is CO (methanol), ClCCl (dichloromethane). The product is Cl.CC1=CC=C(C=N1)COC=1C=C2C[C@H](CC2=CC1)NS(=O)(=O)C(C)C (N-((2S)-5-{[(6-methyl-3-pyridinyl)methyl]oxy}-2,3-dihydro-1H-inden-2-yl)-2-propanesulfonamide, hydrochloride). RXN SMILES: [OH:1][C:2]1[CH:3]=[C:4]2[C:8](=[CH:9][CH:10]=1)[CH2:7][C@H:6]([NH:11][S:12]([CH:15]([CH3:17])[CH3:16])(=[O:14])=[O:13])[CH2:5]2.[CH3:18][C:19]1[N:24]=[CH:23][C:22]([CH2:25]O)=[CH:21][CH:20]=1.C1(P(C2C=CC=CC=2)C2C=CC=CC=2)C=CC=CC=1.N(C(OC(C)C)=O)=NC(OC(C)C)=O.[ClH:60]>ClCCl.CO>[ClH:60].[CH3:18][C:19]1[N:24]=[CH:23][C:22]([CH2:25][O:1][C:2]2[CH:3]=[C:4]3[C:8](=[CH:9][CH:10]=2)[CH2:7][C@H:6]([NH:11][S:12]([CH:15]([CH3:17])[CH3:16])(=[O:14])=[O:13])[CH2:5]3)=[CH:21][CH:20]=1 |f:7.8|. Reported procedure: A mixture of N-[(2S)-5-hydroxy-2,3-dihydro-1H-inden-2-yl]-2-propanesulfonamide (700 mg, 2.74 mmol, Description 3) and (6-methyl-3-pyridinyl)methanol (338 mg, 2.74 mmol) in dichloromethane (30 ml) was stirred under argon at room temperature, Triphenylphosphine (719 mg, 2.74 mmol) and diisopropyl azodicarboxylate (0.533 ml, 2.74 mmol) were then successively added. The resulting mixture was stirred at room temperature under argon for 16 hours. The reaction mixture was washed with water, dried over ... Yields the product OCc1c(Cl)cncc1Cl. Reaction SMILES: [BH4-:1].[CH3:13][CH2:14][OH:15].[Cl:3][c:4]1[cH:5][n:6][cH:7][c:8]([Cl:12])[c:9]1[CH:10]=[O:11].[Na+:2]>>[Cl:3][c:4]1[cH:5][n:6][cH:7][c:8]([Cl:12])[c:9]1[CH2:10][OH:11]. Starting materials: [BH4-], CCO, O=Cc1c(Cl)cncc1Cl, [Na+]. Reactants: C(C)C1=C(CBr)C(=CC=C1)C (2-ethyl-6-methylbenzylbromide), C1(=CC=CC=C1)P(C1=CC=CC=C1)C1=CC=CC=C1 (triphenylphosphine). Run in C1(=CC=CC=C1)C (toluene). Run at temperature 100 celsius. Yields the product [Br-].C(C)C1=C(C[PH3+])C(=CC=C1)C (2-ethyl-6-methylbenzylphosphonium bromide). RXN SMILES: [CH2:1]([C:3]1[CH:10]=[CH:9][CH:8]=[C:7]([CH3:11])[C:4]=1[CH2:5][Br:6])[CH3:2].C1([P:18](C2C=CC=CC=2)C2C=CC=CC=2)C=CC=CC=1>C1(C)C=CC=CC=1>[Br-:6].[CH2:1]([C:3]1[CH:10]=[CH:9][CH:8]=[C:7]([CH3:11])[C:4]=1[CH2:5][PH3+:18])[CH3:2] |f:3.4|. Reported procedure: To a solution of 2-ethyl-6-methylbenzylbromide (0.432 g, 2.03 mmol) in toluene (10 mL) was added triphenylphosphine (0.6018 g, 2.29 mmol). The mixture was heated at 100° C. for 4 h. After cooling to room temperature, the precipitate was collected by filtration and washed with toluene to give 2-ethyl-6-methylbenzylphosphonium bromide as a solid. Yield (0.958 g, 99%). 1H NMR (400 MHz, DMSO-d6) δ 7.90-7.92 (m, 3H), 7.69 (ddd, J=8.4, 8.4, 3.6 Hz, 6H), 7.49-7.55 (m, 6H), 7.20 (ddd, J=7.6, 7.6, 2.8 Hz...